Dataset: the Open Reaction Database (ORD), a public repository of structured organic reaction records. Task: describe an organic reaction: reactants, conditions, products, and yield The reactants are ClC(=O)OC1=CC=CC=C1 (Phenyl chloroformate), C(C#C)C1CCN(CC1)C(=O)OC(C)(C)C (tert-butyl 4-(prop-2-ynyl)piperidine-1-carboxylate). Product: C(C#C)C1CCN(CC1)C(=O)OC1=CC=CC=C1 (Phenyl 4-(prop-2-ynyl)piperidine-1-carboxylate). RXN SMILES: Cl[C:2]([O:4][C:5]1[CH:10]=[CH:9][CH:8]=[CH:7][CH:6]=1)=[O:3].[CH2:11]([CH:14]1[CH2:19][CH2:18][N:17](C(OC(C)(C)C)=O)[CH2:16][CH2:15]1)[C:12]#[CH:13]>>[CH2:11]([CH:14]1[CH2:19][CH2:18][N:17]([C:2]([O:4][C:5]2[CH:10]=[CH:9][CH:8]=[CH:7][CH:6]=2)=[O:3])[CH2:16][CH2:15]1)[C:12]#[CH:13]. Procedure details: Phenyl chloroformate (6.2 g, 40.2 mmol) was added to a solution of tert-butyl 4-(prop-2-ynyl)piperidine-1-carboxylate (1.65 g, 13.4 mmol) according to general procedure 1. Yield=0.600 g, 34%. m/z MH+=244.08. HPLC rt=10.3 min. Reactants: CN(S(=O)(=O)C1=CC=C(C=C1)CBr)CCC1=CC=CC=C1 (N-methyl-N-(2-phenylethyl)-4-(bromomethyl)benzenesulfonamide), S1C(NC(C1)=O)=O (thiazolidine-2,4-dione), C(C)(=O)OCC (ethyl acetate). The solvent is CCCCCC (hexane). Yields the product CN(S(=O)(=O)C1=CC=C(C=C1)CC1C(NC(S1)=O)=O)CCC1=CC=CC=C1 (N-Methyl-N-(2-phenylethyl)-4-[(thiazolidine-2,4-dion-5-yl)methyl]benzenesulfonamide). Reaction SMILES: [CH3:1][N:2]([CH2:14][CH2:15][C:16]1[CH:21]=[CH:20][CH:19]=[CH:18][CH:17]=1)[S:3]([C:6]1[CH:11]=[CH:10][C:9]([CH2:12]Br)=[CH:8][CH:7]=1)(=[O:5])=[O:4].[S:22]1[CH2:26][C:25](=[O:27])[NH:24][C:23]1=[O:28].C(OCC)(=O)C>CCCCCC>[CH3:1][N:2]([CH2:14][CH2:15][C:16]1[CH:21]=[CH:20][CH:19]=[CH:18][CH:17]=1)[S:3]([C:6]1[CH:11]=[CH:10][C:9]([CH2:12][CH:26]2[S:22][C:23](=[O:28])[NH:24][C:25]2=[O:27])=[CH:8][CH:7]=1)(=[O:5])=[O:4]. Procedure details: By the method of Example 1, N-methyl-N-(2-phenylethyl)-4-(bromomethyl)benzenesulfonamide (10.6 mmol, 3.9 g) and thiazolidine-2,4-dione (11.7 mmol 1.4 g,), using 1:2 ethyl acetate:hexane as eluant, were converted to 3.3 g purified title product as a gum. Reactants: CN(C)C=O, C1CCC(SC2CCCCC2)CC1, Cc1ccc(-c2ccc3c(c2)C=C(C(=O)Nc2ccc(CCl)cc2)CCO3)cc1, [Na]. Yields the product Cc1ccc(-c2ccc3c(c2)C=C(C(=O)Nc2ccc(CSC4CCCCC4)cc2)CCO3)cc1. As a reaction SMILES: [CH3:44][N:45]([CH3:46])[CH:47]=[O:48].[CH:30]1([S:36][CH:37]2[CH2:38][CH2:39][CH2:40][CH2:41][CH2:42]2)[CH2:31][CH2:32][CH2:33][CH2:34][CH2:35]1.[Cl:1][CH2:2][c:3]1[cH:4][cH:5][c:6]([NH:9][C:10](=[O:11])[C:12]2=[CH:18][c:17]3[c:16]([cH:22][cH:21][c:20](-[c:23]4[cH:24][cH:25][c:26]([CH3:29])[cH:27][cH:28]4)[cH:19]3)[O:15][CH2:14][CH2:13]2)[cH:7][cH:8]1.[Na:43]>>[CH2:2]([c:3]1[cH:4][cH:5][c:6]([NH:9][C:10](=[O:11])[C:12]2=[CH:18][c:17]3[c:16]([cH:22][cH:21][c:20](-[c:23]4[cH:24][cH:25][c:26]([CH3:29])[cH:27][cH:28]4)[cH:19]3)[O:15][CH2:14][CH2:13]2)[cH:7][cH:8]1)[S:36][CH:30]1[CH2:31][CH2:32][CH2:33][CH2:34][CH2:35]1. The reactants are O=C(OCc1ccccc1)N1CCc2c([nH]c3ccccc23)C1, FC(F)(F)c1ccc(CBr)cc1, [H-], [Na+], CN(C)C=O, O. Product: O=C(OCc1ccccc1)N1CCc2c(n(Cc3ccc(C(F)(F)F)cc3)c3ccccc23)C1. As a reaction SMILES: [CH2:1]([c:2]1[cH:3][cH:4][cH:5][cH:6][cH:7]1)[O:8][C:9](=[O:10])[N:11]1[CH2:12][c:13]2[nH:14][c:15]3[cH:16][cH:17][cH:18][cH:19][c:20]3[c:21]2[CH2:22][CH2:23]1.[F:26][C:27]([c:28]1[cH:29][cH:30][c:31]([CH2:32][Br:33])[cH:34][cH:35]1)([F:36])[F:37].[H-:25].[Na+:24].[O:39]=[CH:40][N:41]([CH3:42])[CH3:43].[OH2:38]>>[CH2:1]([c:2]1[cH:3][cH:4][cH:5][cH:6][cH:7]1)[O:8][C:9](=[O:10])[N:11]1[CH2:12][c:13]2[n:14]([CH2:32][c:31]3[cH:30][cH:29][c:28]([C:27]([F:26])([F:36])[F:37])[cH:35][cH:34]3)[c:15]3[cH:16][cH:17][cH:18][cH:19][c:20]3[c:21]2[CH2:22][CH2:23]1. The reactants are CCCCC(=O)N(Cc1ccc(-c2ccccc2-c2nnn(C(c3ccccc3)(c3ccccc3)c3ccccc3)n2)cc1)C(C(=O)O)C(C)C, CCCc1nc(C(C)(C)O)c(C(=O)O)n1Cc1ccc(-c2ccccc2-c2nnn(C(c3ccccc3)(c3ccccc3)c3ccccc3)n2)cc1. Yields the product CCCCC(=O)N(Cc1ccc(-c2ccccc2-c2nnn[nH]2)cc1)C(C(=O)O)C(C)C. Reaction SMILES: [CH3:1][CH:2]([CH:3]([C:4](=[O:5])[OH:6])[N:7]([C:8]([CH2:9][CH2:10][CH2:11][CH3:12])=[O:13])[CH2:14][c:15]1[cH:16][cH:17][c:18](-[c:21]2[c:22](-[c:27]3[n:28][n:29][n:30]([C:32]([c:33]4[cH:34][cH:35][cH:36][cH:37][cH:38]4)([c:39]4[cH:40][cH:41][cH:42][cH:43][cH:44]4)[c:45]4[cH:46][cH:47][cH:48][cH:49][cH:50]4)[n:31]3)[cH:23][cH:24][cH:25][cH:26]2)[cH:19][cH:20]1)[CH3:51].[OH:52][C:53]([c:54]1[n:55][c:56]([CH2:57][CH2:58][CH3:59])[n:60]([CH2:61][c:62]2[cH:63][cH:64][c:65](-[c:66]3[cH:67][cH:68][cH:69][cH:70][c:71]3-[c:72]3[n:73][n:74][n:75]([C:76]([c:77]4[cH:78][cH:79][cH:80][cH:81][cH:82]4)([c:83]4[cH:84][cH:85][cH:86][cH:87][cH:88]4)[c:89]4[cH:90][cH:91][cH:92][cH:93][cH:94]4)[n:95]3)[cH:96][cH:97]2)[c:98]1[C:99]([OH:100])=[O:101])([CH3:102])[CH3:103]>>[CH3:1][CH:2]([CH:3]([C:4](=[O:5])[OH:6])[N:7]([C:8]([CH2:9][CH2:10][CH2:11][CH3:12])=[O:13])[CH2:14][c:15]1[cH:16][cH:17][c:18](-[c:21]2[c:22](-[c:27]3[n:28][n:29][n:30][nH:31]3)[cH:23][cH:24][cH:25][cH:26]2)[cH:19][cH:20]1)[CH3:51]. Reactants: CCOP(=O)(Cc1cc(OC)c(C(C)C)c(OC)c1)OCC, O=Cc1cccc(F)c1. Yields the product COc1cc(C=Cc2cccc(F)c2)cc(OC)c1C(C)C. As a reaction SMILES: [CH2:1]([O:2][P:3](=[O:4])([O:5][CH2:6][CH3:7])[CH2:9][c:10]1[cH:11][c:12]([O:21][CH3:22])[c:13]([CH:18]([CH3:19])[CH3:20])[c:14]([O:16][CH3:17])[cH:15]1)[CH3:8].[F:23][c:24]1[cH:25][c:26]([CH:27]=[O:28])[cH:29][cH:30][cH:31]1>>[CH:9]([c:10]1[cH:11][c:12]([O:21][CH3:22])[c:13]([CH:18]([CH3:19])[CH3:20])[c:14]([O:16][CH3:17])[cH:15]1)=[CH:27][c:26]1[cH:25][c:24]([F:23])[cH:31][cH:30][cH:29]1. Conditions: time 60 minute. Yield: 100.0%. Run in O1CCOCC1 (dioxane). The product is Cl.N[C@H](C(=O)O[C@@H](COC(=O)C1=CC=CC=C1)C)CC1=CC(=C(C=C1)OC(=O)OCC)OC(=O)OCC ((1R)-1-Methyl-2-phenylcarbonyloxyethyl(2S)-2-Amino-3-[3,4-bis(ethoxycarbonyloxy)phenyl]propanoate Hydrochloride). As a reaction SMILES: [CH2:1]([O:3][C:4]([O:6][C:7]1[CH:8]=[C:9]([CH2:19][C@H:20]([NH:36]C(OC(C)(C)C)=O)[C:21]([O:23][C@H:24]([CH3:35])[CH2:25][O:26][C:27]([C:29]2[CH:34]=[CH:33][CH:32]=[CH:31][CH:30]=2)=[O:28])=[O:22])[CH:10]=[CH:11][C:12]=1[O:13][C:14]([O:16][CH2:17][CH3:18])=[O:15])=[O:5])[CH3:2].[ClH:44]>O1CCOCC1>[ClH:44].[NH2:36][C@@H:20]([CH2:19][C:9]1[CH:10]=[CH:11][C:12]([O:13][C:14]([O:16][CH2:17][CH3:18])=[O:15])=[C:7]([O:6][C:4]([O:3][CH2:1][CH3:2])=[O:5])[CH:8]=1)[C:21]([O:23][C@H:24]([CH3:35])[CH2:25][O:26][C:27]([C:29]1[CH:34]=[CH:33][CH:32]=[CH:31][CH:30]=1)=[O:28])=[O:22] |f:3.4|. Reactants: C(C)OC(=O)OC=1C=C(C=CC1OC(=O)OCC)C[C@@H](C(=O)O[C@@H](COC(=O)C1=CC=CC=C1)C)NC(=O)OC(C)(C)C ((1R)-1-Methyl-2-phenylcarbonyloxyethyl(2S)-3-[3,4-bis(ethoxycarbonyloxy)phenyl]-2-[(tert-butoxy)carbonylamino]propanoate), Cl (HCl). Reported procedure: (1R)-1-Methyl-2-phenylcarbonyloxyethyl(2S)-3-[3,4-bis(ethoxycarbonyloxy)phenyl]-2-[(tert-butoxy)carbonylamino]propanoate (7) (1.6 g, 2.65 mmol) was dissolved in 10 mL of 4M HCl in dioxane. The reaction mixture was stirred at room temperature for 60 min. Dioxane was completely evaporated under reduced pressure. The resulting white solid was dissolved in water (15 mL) and washed with methyl tert-butyl ether. The aqueous phase was collected and mixed with acetonitrile (10 mL). Lyophilization gave t...